From a dataset of the Open Reaction Database (ORD), a public repository of structured organic reaction records. describe an organic reaction: reactants, conditions, products, and yield Starting materials: [H-].[Al+3].[Li+].[H-].[H-].[H-] (lithium aluminum hydride), [OH-].[K+] (potassium hydroxide), FC1=CC=C(C=C1)C1=C(C(=NC(=C1C(=O)OC)C)C(C)C)C(=O)OCC (3-Ethyl 5-methyl 4-(4-fluorophenyl)-2-isopropyl-6-methylpyridine-3,5-dicarboxylate), O (water). Run in O1CCCC1 (tetrahydrofuran), O1CCCC1 (tetrahydrofuran). Reaction conditions: temperature 0 celsius. The product is OCC=1C(=NC(=C(C1C1=CC=C(C=C1)F)CO)C)C(C)C (3,5-Dihydroxymethyl-4-(4-fluorophenyl)-2-isopropyl-6-methyl-pyridine). Reaction SMILES: [F:1][C:2]1[CH:7]=[CH:6][C:5]([C:8]2[C:13]([C:14](OC)=[O:15])=[C:12]([CH3:18])[N:11]=[C:10]([CH:19]([CH3:21])[CH3:20])[C:9]=2[C:22](OCC)=[O:23])=[CH:4][CH:3]=1.[H-].[Al+3].[Li+].[H-].[H-].[H-].O.[OH-].[K+]>O1CCCC1>[OH:23][CH2:22][C:9]1[C:10]([CH:19]([CH3:21])[CH3:20])=[N:11][C:12]([CH3:18])=[C:13]([CH2:14][OH:15])[C:8]=1[C:5]1[CH:4]=[CH:3][C:2]([F:1])=[CH:7][CH:6]=1 |f:1.2.3.4.5.6,8.9|. Procedure details: 20.7 g (57.7 mmol) of the compound from Example 26 dissolved in 50 ml of absolute tetrahydrofuran are slowly added dropwise under nitrogen to a suspension of 6 g (158 mmol) of lithium aluminum hydride in 200 ml of absolute tetrahydrofuran at 60° C. The mixture is heated to reflux for 1 h, cooled to 0° C. and 18 ml of water are cautiously added. 6 ml of 10% strength potassium hydroxide solution are added to the mixture, it is filtered off from the precipitate with suction and the residue is boile... Reactants: C(C(=O)Cl)(=O)Cl (oxalyl chloride), ClC1=CC=C(C=C1)C1=NC=2C(=NC=CC2)N1CCC(=O)O (2-(4-chlorophenyl)-3H-imidazo[4,5-b]pyridine-3-propanoic acid), CN(C=O)C (dimethylformamide), O (water), CN(C1=C(C=CC=C1)N)C (N,N-dimethylphenylenediamine), CN(C=O)C (dimethylformamide). The solvent is C(C)N(CC)CC (Triethylamine). Product: ClC1=CC=C(C=C1)C1(NC=2C(=NC=CC2)N1)CCC(=O)NC1=CC=C(C=C1)N(C)C (2-(4-Chlorophenyl)-N-[4-(dimethylamino)phenyl]-3H-imidazo[4,5-b]-pyridine-2-propanamide). Isolated yield 20.0%. Reaction SMILES: [C:1](Cl)(=O)[C:2](Cl)=O.[Cl:7][C:8]1[CH:13]=[CH:12][C:11]([C:14]2[N:22](CCC(O)=O)[C:17]3=[N:18][CH:19]=[CH:20][CH:21]=[C:16]3[N:15]=2)=[CH:10][CH:9]=1.[CH3:28][N:29]([CH3:37])[C:30]1[CH:35]=[CH:34][CH:33]=[CH:32][C:31]=1N.O.C[N:40](C)[CH:41]=[O:42]>C(N(CC)CC)C>[Cl:7][C:8]1[CH:9]=[CH:10][C:11]([C:14]2([CH2:1][CH2:2][C:41]([NH:40][C:33]3[CH:34]=[CH:35][C:30]([N:29]([CH3:37])[CH3:28])=[CH:31][CH:32]=3)=[O:42])[NH:22][C:17]3=[N:18][CH:19]=[CH:20][CH:21]=[C:16]3[NH:15]2)=[CH:12][CH:13]=1. Procedure details: Under a nitrogen atmosphere, oxalyl chloride (1.75 g, 0.0138 mole) was added dropwise, slowly, to a stirred and chilled (10° C.) suspension of 2-(4-chlorophenyl)-3H-imidazo[4,5-b]pyridine-3-propanoic acid (4.0 g, 0.0133 mole) in anhydrous dimethylformamide (20 ml). A yellow solid formed. The suspension was stirred at room temperature for a few minutes and then a solution of N,N-dimethylphenylenediamine (2.0 g, 0.0147 mole) in dimethylformamide (25 ml) was added. The resulting purple solution was...